Dataset: the Open Reaction Database (ORD), a public repository of structured organic reaction records. Task: describe an organic reaction: reactants, conditions, products, and yield Starting materials: CO, [Na+], [OH-], COC(=O)c1ccc2c(c1)Nc1nccnc1S2. The product is O=C(O)c1ccc2c(c1)Nc1nccnc1S2. Reaction SMILES: [CH3:21][OH:22].[Na+:20].[OH-:19].[n:1]1[cH:2][cH:3][n:4][c:5]2[c:10]1[NH:9][c:8]1[c:7]([cH:14][cH:13][c:12]([C:15](=[O:16])[O:17][CH3:18])[cH:11]1)[S:6]2>>[n:1]1[cH:2][cH:3][n:4][c:5]2[c:10]1[NH:9][c:8]1[c:7]([cH:14][cH:13][c:12]([C:15](=[O:16])[OH:17])[cH:11]1)[S:6]2.